This data is from the Open Reaction Database (ORD), a public repository of structured organic reaction records. The task is: describe an organic reaction: reactants, conditions, products, and yield Reactants: ClCCl, CN1CCC(c2ccc(Cl)c(Cl)c2)C(CO)C1, CS(C)=O, O=C(Cl)C(=O)Cl, O. As a reaction SMILES: [CH2:29]([Cl:30])[Cl:31].[CH3:11][N:12]1[CH2:13][CH:14]([CH2:26][OH:27])[CH:15]([c:18]2[cH:19][c:20]([Cl:25])[c:21]([Cl:24])[cH:22][cH:23]2)[CH2:16][CH2:17]1.[CH3:7][S:8](=[O:9])[CH3:10].[Cl:1][C:2]([C:3]([Cl:4])=[O:5])=[O:6].[OH2:28]>>[CH3:11][N:12]1[CH2:13][CH:14]([CH:26]=[O:27])[CH:15]([c:18]2[cH:19][c:20]([Cl:25])[c:21]([Cl:24])[cH:22][cH:23]2)[CH2:16][CH2:17]1. Product: CN1CCC(c2ccc(Cl)c(Cl)c2)C(C=O)C1. Starting materials: C1COCCO1, CC(NC(=O)C1CC12CCCCC2)C(N)=O, O=S(=O)(O)O. The product is O=C(O)C1CC12CCCCC2. RXN SMILES: [CH2:22]1[O:23][CH2:24][CH2:25][O:26][CH2:27]1.[NH2:1][C:2](=[O:3])[CH:4]([NH:5][C:6](=[O:7])[CH:8]1[CH2:9][C:10]12[CH2:11][CH2:12][CH2:13][CH2:14][CH2:15]2)[CH3:16].[S:17]([OH:18])(=[O:19])(=[O:20])[OH:21]>>[C:6]([OH:7])([CH:8]1[CH2:9][C:10]12[CH2:11][CH2:12][CH2:13][CH2:14][CH2:15]2)=[O:18]. Starting materials: ClCCOC1=NNC2=NC=NC(=C21)NC2=CC(=C(C=C2)OC=2C=NC(=CC2)C)C (3-(2-chloroethoxy)-N-{3-methyl-4-[(6-methylpyridin-3-yl)oxy]phenyl}-1H-pyrazolo[3,4-d]pyrimidin-4-amine), N1C[C@@H](CC1)O ((R)-3-pyrrolidinol). Yields the product CC=1C=C(C=CC1OC=1C=NC(=CC1)C)NC1=C2C(=NC=N1)NN=C2OCCN2C[C@@H](CC2)O ((3R)-1-(2-{[4-({3-methyl-4-[(6-methylpyridin-3-yl)oxy]phenyl}amino)-1H-pyrazolo[3,4-d]pyrimidin-3-yl]oxy}ethyl)pyrrolidin-3-ol). The yield is 15.0%. As a reaction SMILES: Cl[CH2:2][CH2:3][O:4][C:5]1[C:13]2[C:8](=[N:9][CH:10]=[N:11][C:12]=2[NH:14][C:15]2[CH:20]=[CH:19][C:18]([O:21][C:22]3[CH:23]=[N:24][C:25]([CH3:28])=[CH:26][CH:27]=3)=[C:17]([CH3:29])[CH:16]=2)[NH:7][N:6]=1.[NH:30]1[CH2:34][CH2:33][C@@H:32]([OH:35])[CH2:31]1>>[CH3:29][C:17]1[CH:16]=[C:15]([NH:14][C:12]2[N:11]=[CH:10][N:9]=[C:8]3[NH:7][N:6]=[C:5]([O:4][CH2:3][CH2:2][N:30]4[CH2:34][CH2:33][C@@H:32]([OH:35])[CH2:31]4)[C:13]=23)[CH:20]=[CH:19][C:18]=1[O:21][C:22]1[CH:23]=[N:24][C:25]([CH3:28])=[CH:26][CH:27]=1. Procedure: The procedure described in Example 23 was repeated using 3-(2-chloroethoxy)-N-{3-methyl-4-[(6-methylpyridin-3-yl)oxy]phenyl}-1H-pyrazolo[3,4-d]pyrimidin-4-amine and (R)-3-pyrrolidinol to give the title compound in 15% yield; NMR Spectrum: 1.50-1.55 (m, 1H), 1.91-1.96 (m, 1H), 2.19 (s, 3H), 2.41-2.44 (m, 1H), 2.44 (s, 3H), 2.55 (dd, 1H), 2.68 (dd, 1H), 2.82-2.90 (m, 3H), 4.17 (br s, 1H), 4.41 (t, 2H), 4.70 (br s, 1H), 6.95 (d, 1H), 7.17-7.25 (m, 2H), 7.62-7.65 (m, 2H), 8.16 (s, 1H), 8.30 (s, 1H),... The reactants are C1COCCO1, CO, [H][H], COC(=O)C(=Cc1ccc(OCCOc2ccc3c(c2)CCCC3)cc1)C(=O)OC. The product is COC(=O)C(Cc1ccc(OCCOc2ccc3c(c2)CCCC3)cc1)C(=O)OC. As a reaction SMILES: [CH2:35]1[O:36][CH2:37][CH2:38][O:39][CH2:40]1.[CH3:33][OH:34].[H:31][H:32].[cH:1]1[c:2]([O:11][CH2:12][CH2:13][O:14][c:15]2[cH:16][cH:17][c:18]([CH:19]=[C:20]([C:21](=[O:22])[O:23][CH3:24])[C:25](=[O:26])[O:27][CH3:28])[cH:29][cH:30]2)[cH:3][cH:4][c:5]2[c:10]1[CH2:9][CH2:8][CH2:7][CH2:6]2>>[cH:1]1[c:2]([O:11][CH2:12][CH2:13][O:14][c:15]2[cH:16][cH:17][c:18]([CH2:19][CH:20]([C:21](=[O:22])[O:23][CH3:24])[C:25](=[O:26])[O:27][CH3:28])[cH:29][cH:30]2)[cH:3][cH:4][c:5]2[c:10]1[CH2:9][CH2:8][CH2:7][CH2:6]2.